Dataset: the Open Reaction Database (ORD), a public repository of structured organic reaction records. Task: describe an organic reaction: reactants, conditions, products, and yield Reactants: NC1=C(C=C(C=N1)[C@H]1C[C@H](N(C1)C(=O)OC(C)(C)C)CO)C1=CC(=C(C=C1)C(N[C@H](CO)C1=CC(=CC=C1)Cl)=O)F ((2S,4R)-tert-butyl 4-(6-amino-5-(4-(((S)-1-(3-chlorophenyl)-2-hydroxyethyl)carbamoyl)-3-fluorophenyl)pyridin-3-yl)-2-(hydroxymethyl)pyrrolidine-1-carboxylate), CCN(C(C)C)C(C)C (DIEA), C(=S)(C=1NC=CN1)C=1NC=CN1 (thiocarbonyl diimidazole). Solvent: C(C)#N (acetonitrile), CN(C)C=O (DMF). Reaction conditions: time 2 hour. Product: NC1=NC=C(C=C1C1=CC(=C(C(=O)N[C@H](CO)C2=CC(=CC=C2)Cl)C=C1)F)[C@H]1C[C@@H]2N(C(OC2)=S)C1 (4-(2-amino-5-((6R,7aS)-3-thioxohexahydropyrrolo[1,2-c]oxazol-6-yl)pyridin-3-yl)-N—((S)-1-(3-chlorophenyl)-2-hydroxyethyl)-2-fluorobenzamide). The yield is 9.6%. RXN SMILES: [NH2:1][C:2]1[N:7]=[CH:6][C:5]([C@@H:8]2[CH2:12][N:11]([C:13]([O:15][C:16](C)(C)C)=O)[C@H:10](CO)[CH2:9]2)=[CH:4][C:3]=1[C:22]1[CH:27]=[CH:26][C:25]([C:28](=[O:40])[NH:29][C@@H:30]([C:33]2[CH:38]=[CH:37][CH:36]=[C:35]([Cl:39])[CH:34]=2)[CH2:31][OH:32])=[C:24]([F:41])[CH:23]=1.CCN(C(C)C)C(C)C.C(C1NC=CN=1)(C1NC=CN=1)=[S:52]>C(#N)C.CN(C=O)C>[NH2:1][C:2]1[C:3]([C:22]2[CH:27]=[CH:26][C:25]([C:28]([NH:29][C@@H:30]([C:33]3[CH:38]=[CH:37][CH:36]=[C:35]([Cl:39])[CH:34]=3)[CH2:31][OH:32])=[O:40])=[C:24]([F:41])[CH:23]=2)=[CH:4][C:5]([C@@H:8]2[CH2:12][N:11]3[C:13](=[S:52])[O:15][CH2:16][C@@H:10]3[CH2:9]2)=[CH:6][N:7]=1. Reported procedure: To a solution of (2S,4R)-tert-butyl 4-(6-amino-5-(4-(((S)-1-(3-chlorophenyl)-2-hydroxyethyl)carbamoyl)-3-fluorophenyl)pyridin-3-yl)-2-(hydroxymethyl)pyrrolidine-1-carboxylate (45 mg, 0.063 mmol) (see Example 7) in acetonitrile (0.75 mL) and DMF (0.5 mL) was added DIEA (42 μL, 0.240 mmol) and thiocarbonyl diimidazole (15.6 mg, 0.088 mmol). After 2 h, the reaction was quenched with 1 N aqueous solution. NaOH (1 mL) and stirred vigorously to effect decomposition of a mixed thiocarbamate byproduct. ... The reactants are C1(=CC=CC=C1)C(N1C2=NC=NC(=C2N=C1)N)(C1=CC=CC=C1)C1=CC=CC=C1 (9-(Triphenylmethyl)adenine), ClCCOCCl ((2-chloroethoxy)methyl chloride). Run in C(Cl)Cl (CH2Cl2). Conditions: temperature 25 celsius, time 8 hour. The product is ClCCOCN1C=NC2=NC=NC(=C12)N (7-[(2-Chloroethoxy)methy]adenine). The yield is 90.1%. Reaction SMILES: C1(C(C2C=CC=CC=2)(C2C=CC=CC=2)[N:8]2[CH:16]=[N:15][C:14]3[C:9]2=[N:10][CH:11]=[N:12][C:13]=3[NH2:17])C=CC=CC=1.[Cl:30][CH2:31][CH2:32][O:33][CH2:34]Cl>C(Cl)Cl>[Cl:30][CH2:31][CH2:32][O:33][CH2:34][N:15]1[C:14]2[C:9](=[N:10][CH:11]=[N:12][C:13]=2[NH2:17])[N:8]=[CH:16]1. Reported procedure: To a solution of 11 (1.79 g, 4.74 mmol) in CH2Cl2 (70 mL) was added (2-chloroethoxy)methyl chloride (0.65 g, 5.0 mmol). The reaction mixture was stirred at 25° C. for 8.0 h to afford a solid. Filteration and crystallization from MeOH gave 12 (1.66 g, 4.27 mmol) in 90% yield: mp 184-186° C.; Rf (hexanes/EtOAc=1:2) 0.28; UV (EtOH) λmax 267 (ε 14,600); 1H NMR (DMSO-d6) δ 3.73 (t, J=4.5 Hz, 2 H, CH2Cl), 3.86 (t, J=4.5 Hz, 2 H, OCH2), 5.76 (s, 2 H, H2C1′), 8.49 (s, 1 H, HC2), 8.74 (s, 1 H, HC8), 9.32... The reactants are ClCCl, Cl, Cl, NCCCSc1ccncc1, O=C(Cl)c1cccc2ccccc12. Yields the product Cl, O=C(NCCCSc1ccncc1)c1cccc2ccccc12. As a reaction SMILES: [CH2:27]([Cl:28])[Cl:29].[ClH:1].[ClH:2].[NH2:3][CH2:4][CH2:5][CH2:6][S:7][c:8]1[cH:9][cH:10][n:11][cH:12][cH:13]1.[c:14]1([C:24](=[O:25])[Cl:26])[cH:15][cH:16][cH:17][c:18]2[cH:19][cH:20][cH:21][cH:22][c:23]12>>[ClH:26].[NH:3]([CH2:4][CH2:5][CH2:6][S:7][c:8]1[cH:9][cH:10][n:11][cH:12][cH:13]1)[C:24]([c:14]1[cH:15][cH:16][cH:17][c:18]2[cH:19][cH:20][cH:21][cH:22][c:23]12)=[O:25]. Starting materials: OC=1C=C2C(=CN(C2=CC1)S(=O)(=O)C1=CC=CC=C1)C[C@@H]1N(CCC1)C ((R)-5-hydroxy-3-(1-methyl-2-pyrrolidinylmethyl)-1-phenylsulfonylindole), IC1=CC=CC=C1 (iodobenzene), C(=O)([O-])[O-].[K+].[K+] (K2CO3), CuBr, Cu. Run in CN1CCCC1=O (NMP). Product: CN1[C@H](CCC1)CC1=CN(C2=CC=C(C=C12)OC1=CC=CC=C1)S(=O)(=O)C1=CC=CC=C1 ((R)-3-(1-methyl-2-pyrrolidinylmethyl)5-phenoxy-1-phenylsulfonylindole). Isolated yield 6.5%. Reaction SMILES: [OH:1][C:2]1[CH:3]=[C:4]2[C:8](=[CH:9][CH:10]=1)[N:7]([S:11]([C:14]1[CH:19]=[CH:18][CH:17]=[CH:16][CH:15]=1)(=[O:13])=[O:12])[CH:6]=[C:5]2[CH2:20][C@H:21]1[CH2:25][CH2:24][CH2:23][N:22]1[CH3:26].I[C:28]1[CH:33]=[CH:32][CH:31]=[CH:30][CH:29]=1.C([O-])([O-])=O.[K+].[K+]>CN1C(=O)CCC1>[CH3:26][N:22]1[CH2:23][CH2:24][CH2:25][C@@H:21]1[CH2:20][C:5]1[C:4]2[C:8](=[CH:9][CH:10]=[C:2]([O:1][C:28]3[CH:33]=[CH:32][CH:31]=[CH:30][CH:29]=3)[CH:3]=2)[N:7]([S:11]([C:14]2[CH:19]=[CH:18][CH:17]=[CH:16][CH:15]=2)(=[O:13])=[O:12])[CH:6]=1 |f:2.3.4|. Procedure details: A solution of (R)-5-hydroxy-3-(1-methyl-2-pyrrolidinylmethyl)-1-phenylsulfonylindole (Example 10, 74 mg, 0.20 mmol) and iodobenzene (61.2 mg, 0.3 mmol) with K2CO3 (41.4 mg 0.30 mmol), CuBr (17.2 0.12 mmol) and Cu powder (10 mg, 0.15 mmol) in NMP (0.7 mL) was heated at 170° C. Aqueous workup and flash chromatography (silica gel) yielded (R)-3-(1-methyl-2-pyrrolidinylmethyl)5-phenoxy-1-phenylsulfonylindole (5.8 mg, 8%, HRMS-FAB+ : C26H26N2O3S, calculated MH+ :447.17422; found MH+ : 447.17240).